describe an organic reaction: reactants, conditions, products, and yield From a dataset of the Open Reaction Database (ORD), a public repository of structured organic reaction records. Reactants: O=C(O)CC1CCn2c1cc1cc(OCc3ccc(C4CCCC4)c(C(F)(F)F)c3)ccc12, O=C1CCC(=O)N1Br. Product: O=C(O)CC1CCn2c1c(Br)c1cc(OCc3ccc(C4CCCC4)c(C(F)(F)F)c3)ccc12. RXN SMILES: [CH:1]1([c:6]2[c:7]([C:30]([F:31])([F:32])[F:33])[cH:8][c:9]([CH2:10][O:11][c:12]3[cH:13][c:14]4[cH:15][c:16]5[n:17]([c:18]4[cH:19][cH:20]3)[CH2:21][CH2:22][CH:23]5[CH2:24][C:25](=[O:26])[OH:27])[cH:28][cH:29]2)[CH2:2][CH2:3][CH2:4][CH2:5]1.[O:34]=[C:35]1[N:36]([Br:41])[C:37](=[O:38])[CH2:39][CH2:40]1>>[CH:1]1([c:6]2[c:7]([C:30]([F:31])([F:32])[F:33])[cH:8][c:9]([CH2:10][O:11][c:12]3[cH:13][c:14]4[c:15]([Br:41])[c:16]5[n:17]([c:18]4[cH:19][cH:20]3)[CH2:21][CH2:22][CH:23]5[CH2:24][C:25](=[O:26])[OH:27])[cH:28][cH:29]2)[CH2:2][CH2:3][CH2:4][CH2:5]1. Starting materials: FC1=C(C=CC=C1)C1=NN(C2=NC(=CC(=C21)C(F)(F)F)OCC(=O)OCC)C (ethyl 2-(3-(2-fluorophenyl)-1-methyl-4-(trifluoromethyl)-1H-pyrazolo[3,4-b]pyridin-6-yloxy)acetate), C1CCOC1 (THF), Cl (HCl), O[Li].O (LiOH.H2O). The solvent is CCO (EtOH), O (water). Conditions: time 1 hour. Yields the product FC1=C(C=CC=C1)C1=NN(C2=NC(=CC(=C21)C(F)(F)F)OCC(=O)O)C (2-(3-(2-fluorophenyl)-1-methyl-4-(trifluoromethyl)-1H-pyrazolo[3,4-b]pyridin-6-yloxy)acetic acid). Yield: 78.2%. Reaction SMILES: [F:1][C:2]1[CH:7]=[CH:6][CH:5]=[CH:4][C:3]=1[C:8]1[C:16]2[C:11](=[N:12][C:13]([O:21][CH2:22][C:23]([O:25]CC)=[O:24])=[CH:14][C:15]=2[C:17]([F:20])([F:19])[F:18])[N:10]([CH3:28])[N:9]=1.C1COCC1.O[Li].O.Cl>CCO.O>[F:1][C:2]1[CH:7]=[CH:6][CH:5]=[CH:4][C:3]=1[C:8]1[C:16]2[C:11](=[N:12][C:13]([O:21][CH2:22][C:23]([OH:25])=[O:24])=[CH:14][C:15]=2[C:17]([F:20])([F:19])[F:18])[N:10]([CH3:28])[N:9]=1 |f:2.3|. Procedure details: To a solution of ethyl 2-(3-(2-fluorophenyl)-1-methyl-4-(trifluoromethyl)-1H-pyrazolo[3,4-b]pyridin-6-yloxy)acetate (180 mg, 0.45 mmol) in a mixture of EtOH, THF and water (2 ml/1 ml/0.5 ml) was added LiOH.H2O (76.1 mg, 1.81 mmol). The reaction mixture was stirred for 1 h at rt. Aqueous HCl was then added to adjust the reaction mixture to pH ˜2. The resulting precipitate was filtered off and washed twice with pentane (2×10 mL). The obtained solid was dried under vacuum to furnish 130 mg (78%) of...